This data is from the Open Reaction Database (ORD), a public repository of structured organic reaction records. The task is: describe an organic reaction: reactants, conditions, products, and yield The reactants are ClC1=NC=C(C(=N1)NC1=C(C=C(C=C1)OC)N1N=CC=C1)Cl ((2,5-Dichloro-pyrimidin-4-yl)-(4-methoxy-2-pyrazol-1-yl-phenyl)-amine), N1(CCOCC1)C1CCC2=C(CC1)C=C(C=C2)N (7-Morpholin-4-yl-6,7,8,9-tetrahydro-5H-benzocyclo hepten-2-ylamine). The product is ClC=1C(=NC(=NC1)NC=1C=CC2=C(CCC(CC2)N2CCOCC2)C1)NC1=C(C=C(C=C1)OC)N1N=CC=C1 (5-Chloro-N*4*-(4-methoxy-2-pyrazol-1-yl-phenyl)-N*2*-(7-morpholin-4-yl-6,7,8,9-tetrahydro-5H-benzocyclohepten-2-yl)-pyrimidine-2,4-diamine). Reaction SMILES: Cl[C:2]1[N:7]=[C:6]([NH:8][C:9]2[CH:14]=[CH:13][C:12]([O:15][CH3:16])=[CH:11][C:10]=2[N:17]2[CH:21]=[CH:20][CH:19]=[N:18]2)[C:5]([Cl:22])=[CH:4][N:3]=1.[N:23]1([CH:29]2[CH2:35][CH2:34][C:33]3[CH:36]=[C:37]([NH2:40])[CH:38]=[CH:39][C:32]=3[CH2:31][CH2:30]2)[CH2:28][CH2:27][O:26][CH2:25][CH2:24]1>>[Cl:22][C:5]1[C:6]([NH:8][C:9]2[CH:14]=[CH:13][C:12]([O:15][CH3:16])=[CH:11][C:10]=2[N:17]2[CH:21]=[CH:20][CH:19]=[N:18]2)=[N:7][C:2]([NH:40][C:37]2[CH:38]=[CH:39][C:32]3[CH2:31][CH2:30][CH:29]([N:23]4[CH2:28][CH2:27][O:26][CH2:25][CH2:24]4)[CH2:35][CH2:34][C:33]=3[CH:36]=2)=[N:3][CH:4]=1. Procedure: (2,5-Dichloro-pyrimidin-4-yl)-(4-methoxy-2-pyrazol-1-yl-phenyl)-amine, of Example 611c, was reacted with 7-Morpholin-4-yl-6,7,8,9-tetrahydro-5H-benzocyclo hepten-2-ylamine, in a similar manner as Example 601b, to yield desired product 5-Chloro-N*4*-(4-methoxy-2-pyrazol-1-yl-phenyl)-N*2*-(7-morpholin-4-yl-6,7,8,9-tetrahydro-5H-benzocyclohepten-2-yl)-pyrimidine-2,4-diamine as a lyophylate (25%); 1H NMR (400 MHz, DMSO-d6) δ 9.77 (s, 1H), 9.64 (bs, 1H), 9.33 (s, 1H), 8.75 (s, 1H), 8.11 (s, 1H), 8.00... Product: N1(CCOCC1)C=1NC(C(=C(N1)N[C@H]1CNCCC1)C=1SC2=C(N1)C=C(C=C2)C(=O)N)=O (2-[2-(morpholin-4-yl)-6-oxo-4-[[(3R)-piperidin-3-yl]amino]-1,6-dihydropyrimidin-5-yl]-1,3-benzothiazole-5-carboxamide). The reactants are C(N)(=O)C=1C=CC2=C(N=C(S2)C=2C(=NC(=NC2OC)N2CCOCC2)N[C@H]2CN(CCC2)C(=O)OC(C)(C)C)C1 (tert-butyl (3R)-3-[[5-(5-carbamoyl-1,3-benzothiazol-2-yl)-6-methoxy-2-(morpholin-4-yl)pyrimidin-4-yl]amino]piperidine-1-carboxylate), Cl (hydrochloric acid). Reaction conditions: time 7 minute. Reaction SMILES: [C:1]([C:4]1[CH:5]=[CH:6][C:7]2[S:11][C:10]([C:12]3[C:13]([NH:26][C@@H:27]4[CH2:32][CH2:31][CH2:30][N:29](C(OC(C)(C)C)=O)[CH2:28]4)=[N:14][C:15]([N:20]4[CH2:25][CH2:24][O:23][CH2:22][CH2:21]4)=[N:16][C:17]=3[O:18]C)=[N:9][C:8]=2[CH:40]=1)(=[O:3])[NH2:2].Cl>>[N:20]1([C:15]2[NH:16][C:17](=[O:18])[C:12]([C:10]3[S:11][C:7]4[CH:6]=[CH:5][C:4]([C:1]([NH2:2])=[O:3])=[CH:40][C:8]=4[N:9]=3)=[C:13]([NH:26][C@@H:27]3[CH2:32][CH2:31][CH2:30][NH:29][CH2:28]3)[N:14]=2)[CH2:21][CH2:22][O:23][CH2:24][CH2:25]1. Procedure: Following the same procedure as in step 4 of Example 337 using tert-butyl (3R)-3-[[5-(5-carbamoyl-1,3-benzothiazol-2-yl)-6-methoxy-2-(morpholin-4-yl)pyrimidin-4-yl]amino]piperidine-1-carboxylate (70.0 mg, 0.12 mmol, 1.00 equiv) and cone. hydrochloric acid (4.0 mL). The crude product was purified by Prep-HPLC with the following conditions (1#-Pre-HPLC-001(SHIMADZU)): Column, XBridge Shield RP18 OBD Column, 5 um, 19*150 mm,; mobile phase, water 0.03% NH3H2O and CH3CN (14% CH3CN up to 27% in 7 min,... The reactants are N1CCCC2=CC=CC=C12 (1,2,3,4-tetrahydroquinoline), S(O)(O)(=O)=O (sulfuric acid), [Na+].[Cl-] (NaCl). Conditions: temperature 100 celsius. Product: N1CCCC2=CC=C(C=C12)S(=O)(=O)[O-].[Na+] (Sodium 1,2,3,4-tetrahydroquinoline-7-sulfonate). Reaction SMILES: [NH:1]1[C:10]2[C:5](=[CH:6][CH:7]=[CH:8][CH:9]=2)[CH2:4][CH2:3][CH2:2]1.[Na+:11].[Cl-].[S:13](=O)(=[O:16])([OH:15])[OH:14]>>[NH:1]1[C:10]2[C:5](=[CH:6][CH:7]=[C:8]([S:13]([O-:16])(=[O:15])=[O:14])[CH:9]=2)[CH2:4][CH2:3][CH2:2]1.[Na+:11] |f:1.2,4.5|. Procedure: 1,2,3,4-tetrahydroquinoline was added dropwise to 40 mL fuming sulfuric acid at 0° C. over 15 minutes. This mixture was then heated to 100° C. for 1 hour with stirring. After cooling to 0° C. saturated NaCl (aqueous) was added drop wise, precipitating the crude product as a white solid. The solid was washed, first with cold isopropanol, followed by diethyl ether, then dried under vacuum to give the desired product as a white solid. 1H-NMR (300 MHz, d6 DMSO): δ 7.43 (m, 2H), 7.21 (d, 1H), 3.38 (m... Reactants: C(CC)[Si]1(CCC(CC1)C1CCC(CC1)=O)C1=CC=CC=C1 (4-(4-n-propyl-4-phenyl-4-silacyclohexyl)cyclohexanone), FC1=CC=C(C=C1)[Mg]Cl (4-fluorophenylmagnesium chloride). The product is C(CC)[Si]1(CCC(CC1)C1CC=C(CC1)C1=CC=C(C=C1)F)C1=CC=CC=C1 (4-(4-n-propyl-4-phenyl-4-silacyclohexyl)-1-(4-fluorophenyl)-1-cyclohexene). Isolated yield 82.0%. As a reaction SMILES: [CH2:1]([Si:4]1([C:17]2[CH:22]=[CH:21][CH:20]=[CH:19][CH:18]=2)[CH2:9][CH2:8][CH:7]([CH:10]2[CH2:15][CH2:14][C:13](=O)[CH2:12][CH2:11]2)[CH2:6][CH2:5]1)[CH2:2][CH3:3].[F:23][C:24]1[CH:29]=[CH:28][C:27]([Mg]Cl)=[CH:26][CH:25]=1>>[CH2:1]([Si:4]1([C:17]2[CH:22]=[CH:21][CH:20]=[CH:19][CH:18]=2)[CH2:9][CH2:8][CH:7]([CH:10]2[CH2:15][CH2:14][C:13]([C:27]3[CH:28]=[CH:29][C:24]([F:23])=[CH:25][CH:26]=3)=[CH:12][CH2:11]2)[CH2:6][CH2:5]1)[CH2:2][CH3:3]. Reported procedure: In the same manner as in Example 1, 35.0 g of 4-(4-n-propyl-4-phenyl-4-silacyclohexyl)cyclohexanone were subjected to coupling reaction with 4-fluorophenylmagnesium chloride, followed by dehydration reaction in the presence of an acid catalyst to obtain 35.9 g of 4-(4-n-propyl-4-phenyl-4-silacyclohexyl)-1-(4-fluorophenyl)-1-cyclohexene (yield: 82%). The results of 1H-NMR analysis are shown below. 1H-NMR (CDCl3) δ:0.50-2.55 (23H, m), 5.90-6.14 (1H, m), 6.80-7.65 (9H, ppm The reactants are OC=1C=2C(N=CC1C(=O)C1=CC=CC=C1)=NN(C2)C ((4-hydroxy-2-methyl-2H-pyrazolo[3,4-b]pyridin-5-yl)phenylmethanone), C(C)I (ethyl iodide), [OH-].[Na+] (sodium hydroxide). Solvent: CN(C=O)C (dimethylformamide). Yields the product C(C1=CC=CC=C1)(=O)C=1C(C=2C(N(C1)CC)=NN(C2)C)=O (5-benzoyl-7-ethyl-2,7-dihydro-2-methyl-4H-pyrazolo[3,4-b]pyridin-4-one). As a reaction SMILES: [OH:1][C:2]1[C:3]2[C:4](=[N:16][N:17]([CH3:19])[CH:18]=2)[N:5]=[CH:6][C:7]=1[C:8]([C:10]1[CH:15]=[CH:14][CH:13]=[CH:12][CH:11]=1)=[O:9].[CH2:20](I)[CH3:21].[OH-].[Na+]>CN(C)C=O>[C:8]([C:7]1[C:2](=[O:1])[C:3]2[C:4](=[N:16][N:17]([CH3:19])[CH:18]=2)[N:5]([CH2:20][CH3:21])[CH:6]=1)(=[O:9])[C:10]1[CH:15]=[CH:14][CH:13]=[CH:12][CH:11]=1 |f:2.3|. Procedure: 25.3 g. of (4-hydroxy-2-methyl-2H-pyrazolo[3,4-b]pyridin-5-yl)phenylmethanone (0.1 mol.), 17.1 g. of ethyl iodide (0.11 mol.) and 5 g. of sodium hydroxide are heated together in 150 ml. of dimethylformamide for 12 hours with continuous stirring at 100°. The mixture is filtered hot, evaporated to dryness and the residue is recrystallized from butanol to obtain 5-benzoyl-7-ethyl-2,7-dihydro-2-methyl-4H-pyrazolo[3,4-b]pyridin-4-one, yield 20.3 g. (72%); m.p. 217°-218°. The reactants are COC(CC=1C=C(C(=CC1)OC)C1=C(C=C(C=C1)C(F)(F)F)CNCC)=O ((2′-ethylaminomethyl-6-methoxy-4′-trifluoromethyl-biphenyl-3-yl)-acetic acid methyl ester), ClC(=O)OCC1=CC(=CC(=C1)F)F (3,5-difluorobenzyl chloroformate). Product: COC(CC=1C=C(C(=CC1)OC)C1=C(C=C(C=C1)C(F)(F)F)CN(CC)C(=O)OCC1=CC(=CC(=C1)F)F)=O ((2′-{[(3,5-Difluoro-benzyloxycarbonyl)-ethyl-amino]-methyl}-6-methoxy-4′-trifluoromethyl-biphenyl-3-yl)-acetic acid methyl ester). As a reaction SMILES: [CH3:1][O:2][C:3](=[O:27])[CH2:4][C:5]1[CH:6]=[C:7]([C:13]2[CH:18]=[CH:17][C:16]([C:19]([F:22])([F:21])[F:20])=[CH:15][C:14]=2[CH2:23][NH:24][CH2:25][CH3:26])[C:8]([O:11][CH3:12])=[CH:9][CH:10]=1.Cl[C:29]([O:31][CH2:32][C:33]1[CH:38]=[C:37]([F:39])[CH:36]=[C:35]([F:40])[CH:34]=1)=[O:30]>>[CH3:1][O:2][C:3](=[O:27])[CH2:4][C:5]1[CH:6]=[C:7]([C:13]2[CH:18]=[CH:17][C:16]([C:19]([F:21])([F:20])[F:22])=[CH:15][C:14]=2[CH2:23][N:24]([C:29]([O:31][CH2:32][C:33]2[CH:34]=[C:35]([F:40])[CH:36]=[C:37]([F:39])[CH:38]=2)=[O:30])[CH2:25][CH3:26])[C:8]([O:11][CH3:12])=[CH:9][CH:10]=1. Reported procedure: Prepared according to the procedure described in Example 56, Step 2, using the following starting materials: (2′-ethylaminomethyl-6-methoxy-4′-trifluoromethyl-biphenyl-3-yl)-acetic acid methyl ester and 3,5-difluorobenzyl chloroformate. Starting materials: C1(=CC=CC2=CC=CC=C12)CN1C(NC2=C1C=CC=C2)=O (1-Naphthalen-1-ylmethyl-1,3-dihydro-benzimidazol-2-one), [H-].[Na+] (NaH), BrCC=1C=C(C(=O)OC)C=CC1 (Methyl 3-(bromomethyl)benzoate). Solvent: C(C)(=O)OCC (ethyl acetate), CN(C)C=O (DMF). Run at time 10 minute. Product: COC(C1=CC(=CC=C1)CN1C(N(C2=C1C=CC=C2)CC2=CC=CC1=CC=CC=C21)=O)=O (3-(3-Naphthalen-1-ylmethyl-2-oxo-2,3-dihydro-benzimidazol-1-ylmethyl)-benzoic acid methyl ester). Yield: 89.6%. Reaction SMILES: [C:1]1([CH2:11][N:12]2[C:16]3[CH:17]=[CH:18][CH:19]=[CH:20][C:15]=3[NH:14][C:13]2=[O:21])[C:10]2[C:5](=[CH:6][CH:7]=[CH:8][CH:9]=2)[CH:4]=[CH:3][CH:2]=1.[H-].[Na+].Br[CH2:25][C:26]1[CH:27]=[C:28]([CH:33]=[CH:34][CH:35]=1)[C:29]([O:31][CH3:32])=[O:30]>CN(C=O)C.C(OCC)(=O)C>[CH3:32][O:31][C:29](=[O:30])[C:28]1[CH:33]=[CH:34][CH:35]=[C:26]([CH2:25][N:14]2[C:15]3[CH:20]=[CH:19][CH:18]=[CH:17][C:16]=3[N:12]([CH2:11][C:1]3[C:10]4[C:5](=[CH:6][CH:7]=[CH:8][CH:9]=4)[CH:4]=[CH:3][CH:2]=3)[C:13]2=[O:21])[CH:27]=1 |f:1.2|. Reported procedure: To a solution of 1-Naphthalen-1-ylmethyl-1,3-dihydro-benzimidazol-2-one (0.1 g, 0.37 mmol) in DMF (3 mL) was added 60% NaH (22 mg, 0.55 mmol). The reaction mixture was stirred at room temperature for 10 min and then Methyl 3-(bromomethyl)benzoate (0.1 g, 0.44 mmol) was added to the reaction mixture. The reaction mixture was stirred at room temperature for 2 h. When the reaction was complete, the mixture was diluted with ethyl acetate and washed with water (×4). The organic phase was then dried o... The reactants are O (Water), C(CC(=O)OCC1=CC=CC=C1)(=O)OCC1=CC=CC=C1 (Dibenzyl malonate), [H-].[Na+] (sodium hydride), COCCBr (2-Methoxyethyl bromide). Run in O1CCCC1 (tetrahydrofuran). Run at time 2 hour. Yields the product C(C1=CC=CC=C1)OC(C(C(=O)OCC1=CC=CC=C1)CCOC)=O (2-methoxyethyl-malonic acid dibenzyl ester). Isolated yield 45.6%. Reaction SMILES: [C:1]([O:14][CH2:15][C:16]1[CH:21]=[CH:20][CH:19]=[CH:18][CH:17]=1)(=[O:13])[CH2:2][C:3]([O:5][CH2:6][C:7]1[CH:12]=[CH:11][CH:10]=[CH:9][CH:8]=1)=[O:4].[H-].[Na+].[CH3:24][O:25][CH2:26][CH2:27]Br.O>O1CCCC1>[CH2:6]([O:5][C:3](=[O:4])[CH:2]([CH2:27][CH2:26][O:25][CH3:24])[C:1]([O:14][CH2:15][C:16]1[CH:17]=[CH:18][CH:19]=[CH:20][CH:21]=1)=[O:13])[C:7]1[CH:12]=[CH:11][CH:10]=[CH:9][CH:8]=1 |f:1.2|. Reported procedure: Dibenzyl malonate (28.43 g, 0.1 mole) was added dropwise over 1 hour to a stirred suspension of sodium hydride (3.15 g, 80% dispersion in oil; 0.105 mole) in dry tetrahydrofuran (100 ml) under nitrogen, the temperature being allowed to rise to 40° C. 2-Methoxyethyl bromide (13.9 g, 0.1 mole) was added to the resulting clear solution, which was stirred at room temperature for two hours, and then refluxed overnight. Water was added, and the mixture extracted with methylene chloride. The organic ex...